From a dataset of the Open Reaction Database (ORD), a public repository of structured organic reaction records. describe an organic reaction: reactants, conditions, products, and yield The reactants are C(C)(C)(C)OC(C(C)(C)SC=1SC=C(N1)CC(=O)NC1=NC=C(C=C1)C1=CC=C(C=C1)Cl)=O (2-{[4-(2-{[5-(4-chlorophenyl)pyridin-2-yl]amino}-2-oxoethyl)-1,3-thiazol-2-yl]thio}-2-methylpropionic acid tert-butyl ester), FC(C(=O)O)(F)F (trifluoroacetic acid). The solvent is ClCCl (dichloromethane). Conditions: time 20 hour. Yields the product Cl.ClC1=CC=C(C=C1)C=1C=CC(=NC1)NCCC=1N=C(SC1)SC(C(=O)O)(C)C (2-{[4-(2-{[5-(4-chlorophenyl)pyridin-2-yl]amino}ethyl)-1,3-thiazol-2-yl]thio}-2-methylpropionic acid hydrochloride). Yield: 102.0%. RXN SMILES: C([O:5][C:6](=[O:33])[C:7]([S:10][C:11]1[S:12][CH:13]=[C:14]([CH2:16][C:17]([NH:19][C:20]2[CH:25]=[CH:24][C:23]([C:26]3[CH:31]=[CH:30][C:29]([Cl:32])=[CH:28][CH:27]=3)=[CH:22][N:21]=2)=O)[N:15]=1)([CH3:9])[CH3:8])(C)(C)C.FC(F)(F)C(O)=O>ClCCl>[ClH:32].[Cl:32][C:29]1[CH:30]=[CH:31][C:26]([C:23]2[CH:24]=[CH:25][C:20]([NH:19][CH2:17][CH2:16][C:14]3[N:15]=[C:11]([S:10][C:7]([CH3:9])([CH3:8])[C:6]([OH:33])=[O:5])[S:12][CH:13]=3)=[N:21][CH:22]=2)=[CH:27][CH:28]=1 |f:3.4|. Procedure: 2-{[4-(2-{[5-(4-Chlorophenyl)pyridin-2-yl]amino}-2-oxoethyl)-1,3-thiazol-2-yl]thio}-2-methylpropionic acid tert-butyl ester (145 mg) obtained in Example 242-3 was dissolved in dichloromethane (2 mL), trifluoroacetic acid (2 mL) was added, and the mixture was stirred at room temperature for 20 hr. The reaction mixture was concentrated under reduced pressure, and the residue was purified by silica gel chromatography (elution solvent; chloroform:methanol=20:1). The obtained compound was dissolved i... Starting materials: FC(S(=O)(=O)OC1=CC(=C(C=C1)C1=C(C=CC(=C1)OC)F)CC(C)(C)C)(F)F (2′-fluoro-5′-methoxy-2-neopentyl-[1,1′-biphenyl]-4-yl trifluoromethanesulfonate), COC1=CC=C(C=C1)CS (4-methoxy-α-toluenethiol), C1(=CC=CC=C1)P(C1=CC=CC=2C(C3=CC=CC(=C3OC12)P(C1=CC=CC=C1)C1=CC=CC=C1)(C)C)C1=CC=CC=C1 (4,5-bis(diphenylphosphino)-9,9-dimethylxanthene), C(C)N(C(C)C)C(C)C (N-ethyldiisopropylamine), ice water. The reagents and catalysts are C=1C=CC(=CC1)/C=C/C(=O)/C=C/C2=CC=CC=C2.C=1C=CC(=CC1)/C=C/C(=O)/C=C/C2=CC=CC=C2.C=1C=CC(=CC1)/C=C/C(=O)/C=C/C2=CC=CC=C2.[Pd].[Pd] (tris(dibenzylideneacetone)dipalladium(0)). The solvent is C1(=CC=CC=C1)C (toluene). Reaction conditions: temperature 120 celsius, time 20 hour. The product is FC1=C(C=C(C=C1)OC)C1=C(C=C(C=C1)SCC1=CC=C(C=C1)OC)CC(C)(C)C ((2′-fluoro-5′-methoxy-2-neopentyl-[1,1′-biphenyl]-4-yl)(4-methoxybenzyl)sulfane). As a reaction SMILES: FC(F)(F)S(O[C:7]1[CH:12]=[CH:11][C:10]([C:13]2[CH:18]=[C:17]([O:19][CH3:20])[CH:16]=[CH:15][C:14]=2[F:21])=[C:9]([CH2:22][C:23]([CH3:26])([CH3:25])[CH3:24])[CH:8]=1)(=O)=O.[CH3:29][O:30][C:31]1[CH:36]=[CH:35][C:34]([CH2:37][SH:38])=[CH:33][CH:32]=1.C1(P(C2C=CC=CC=2)C2C3OC4C(=CC=CC=4P(C4C=CC=CC=4)C4C=CC=CC=4)C(C)(C)C=3C=CC=2)C=CC=CC=1.C(N(C(C)C)C(C)C)C>C1(C)C=CC=CC=1.C1C=CC(/C=C/C(/C=C/C2C=CC=CC=2)=O)=CC=1.C1C=CC(/C=C/C(/C=C/C2C=CC=CC=2)=O)=CC=1.C1C=CC(/C=C/C(/C=C/C2C=CC=CC=2)=O)=CC=1.[Pd].[Pd]>[F:21][C:14]1[CH:15]=[CH:16][C:17]([O:19][CH3:20])=[CH:18][C:13]=1[C:10]1[CH:11]=[CH:12][C:7]([S:38][CH2:37][C:34]2[CH:35]=[CH:36][C:31]([O:30][CH3:29])=[CH:32][CH:33]=2)=[CH:8][C:9]=1[CH2:22][C:23]([CH3:25])([CH3:26])[CH3:24] |f:5.6.7.8.9|. Reported procedure: To a solution of 2′-fluoro-5′-methoxy-2-neopentyl-[1,1′-biphenyl]-4-yl trifluoromethanesulfonate (1.88 g) in toluene (22 mL) were added 4-methoxy-α-toluenethiol (748 μL), 4,5-bis(diphenylphosphino)-9,9-dimethylxanthene (78 mg), N-ethyldiisopropylamine (1.56 mL) and tris(dibenzylideneacetone)dipalladium(0) (123 mg) at room temperature, and the mixture was stirred at 120° C. for 20 hr. The mixture was poured into ice water at room temperature, and extracted with ethyl acetate. The extract was wash...